Dataset: the Open Reaction Database (ORD), a public repository of structured organic reaction records. Task: describe an organic reaction: reactants, conditions, products, and yield The reactants are ClCC=1N=CSC1 (4-chloromethyl-thiazole), C(C)N (ethylamine). Solvent: C1CCOC1 (THF). Product: C(C)NCC=1N=CSC1 (ethyl-thiazol-4-ylmethyl-amine). RXN SMILES: Cl[CH2:2][C:3]1[N:4]=[CH:5][S:6][CH:7]=1.[CH2:8]([NH2:10])[CH3:9]>C1COCC1>[CH2:8]([NH:10][CH2:2][C:3]1[N:4]=[CH:5][S:6][CH:7]=1)[CH3:9]. Procedure details: prepared by reaction of the commercially available 4-chloromethyl-thiazole with 2M ethylamine in THF. The reactants are COc1ccc(Br)c(C=O)c1, Cc1ccccc1, CCOC(C)=O, CC1(C)C2CCC1(CS(=O)(=O)O)C(=O)C2, OCCO. Yields the product COc1ccc(Br)c(C2OCCO2)c1. Reaction SMILES: [Br:1][c:2]1[c:3]([CH:4]=[O:5])[cH:6][c:7]([O:10][CH3:11])[cH:8][cH:9]1.[CH3:31][c:32]1[cH:33][cH:34][cH:35][cH:36][cH:37]1.[CH3:38][CH2:39][O:40][C:41](=[O:42])[CH3:43].[O:16]=[S:17](=[O:18])([OH:19])[CH2:20][C:21]12[CH2:22][CH2:23][CH:24]([C:25]1([CH3:26])[CH3:27])[CH2:28][C:29]2=[O:30].[OH:12][CH2:13][CH2:14][OH:15]>>[Br:1][c:2]1[c:3]([CH:4]2[O:5][CH2:14][CH2:13][O:12]2)[cH:6][c:7]([O:10][CH3:11])[cH:8][cH:9]1. The reactants are CC(CC(=O)OCC)(C=C)C (ethyl 3,3-dimethyl-4-pentenoate), O(C1=CC=CC=C1)C=1C=C(CO)C=CC1 (3-phenoxybenzyl alcohol), [O-]CC.[Na+] (sodium ethoxide). Solvent: C1(=CC=CC=C1)C (toluene). Product: CC(CC(=O)OCC1=CC(=CC=C1)OC1=CC=CC=C1)(C=C)C (3-phenoxybenzyl 3,3-dimethyl-4-pentenoate). The yield is 83.9%. RXN SMILES: [CH3:1][C:2]([CH3:11])([CH:9]=[CH2:10])[CH2:3][C:4]([O:6][CH2:7][CH3:8])=[O:5].[O:12]([C:19]1[CH:20]=C([CH:24]=[CH:25][CH:26]=1)CO)[C:13]1[CH:18]=[CH:17][CH:16]=[CH:15][CH:14]=1.[O-]CC.[Na+]>C1(C)C=CC=CC=1>[CH3:11][C:2]([CH3:1])([CH:9]=[CH2:10])[CH2:3][C:4]([O:6][CH2:7][C:8]1[CH:24]=[CH:25][CH:26]=[C:19]([O:12][C:13]2[CH:18]=[CH:17][CH:16]=[CH:15][CH:14]=2)[CH:20]=1)=[O:5] |f:2.3|. Procedure details: A mixture of 374 mg of ethyl 3,3-dimethyl-4-pentenoate, 400 mg of 3-phenoxybenzyl alcohol and 16 mg of sodium ethoxide in 10 ml of toluene was heated under reflux for 24 hours, with a Dean-Stark apparatus containing a molecular sieve to absorb the evolved ethanol. The mixture was neutralized by adding an anhydrous ether solution of hydrogen chloride. The neutral solution was poured into water. The ether layer was separated, dried over magnesium sulfate, and distilled to give 520 mg (70% yield) o... Reactants: N1C(=CC=C1)C(=O)O (pyrrole-2-carboxylic acid), C(C)N(C1=NC=CC=C1NCC)CC1CCNCC1 (4-[N-ethyl-N-(3-ethylamino-2-pyridinyl)aminomethyl]piperidine). The product is N1C(=CC=C1)C(=O)N1CCC(CC1)CN(C1=NC=CC=C1NCC)CC (1-(Pyrrole-2-carbonyl)-4-[N-ethyl-N-(3-ethylamino-2-pyridinyl) amino]methylpiperidine). As a reaction SMILES: [NH:1]1[CH:5]=[CH:4][CH:3]=[C:2]1[C:6]([OH:8])=O.[CH2:9]([N:11]([CH2:21][CH:22]1[CH2:27][CH2:26][NH:25][CH2:24][CH2:23]1)[C:12]1[C:17]([NH:18][CH2:19][CH3:20])=[CH:16][CH:15]=[CH:14][N:13]=1)[CH3:10]>>[NH:1]1[CH:5]=[CH:4][CH:3]=[C:2]1[C:6]([N:25]1[CH2:24][CH2:23][CH:22]([CH2:21][N:11]([CH2:9][CH3:10])[C:12]2[C:17]([NH:18][CH2:19][CH3:20])=[CH:16][CH:15]=[CH:14][N:13]=2)[CH2:27][CH2:26]1)=[O:8]. Procedure details: Following the general procedure of EXAMPLE 149 and making non-critical variations, but using pyrrole-2-carboxylic acid (823 mg, 7.40 mmol) and 4-[N-ethyl-N-(3-ethylamino-2-pyridinyl)aminomethyl]piperidine (970 mg, 3.70 mmol), a crude product is obtained. Chromatography [with 40-100% ethyl acetate/hexane], followed by crystallization from ether/hexane gives the title compound, mp=109°-110°. Reactants: FC=1C=C(C=C(C1)F)CC(=O)N[C@@H](C)C(=O)NCC(=O)O (N-[N-(3,5-difluorophenylacetyl)-L-alaninyl]glycine), C1(=CC=CC=C1)CCO (2-phenylethanol). Run in EtOAc hexanes. Product: C1(=CC=CC=C1)CCOC(CNC([C@@H](NC(CC1=CC(=CC(=C1)F)F)=O)C)=O)=O (N-[N-(3,5-Difluorophenylacetyl)-L-alaninyl]glycine 2-Phenylethyl Ester). Reaction SMILES: [F:1][C:2]1[CH:3]=[C:4]([CH2:9][C:10]([NH:12][C@H:13]([C:15]([NH:17][CH2:18][C:19]([OH:21])=[O:20])=[O:16])[CH3:14])=[O:11])[CH:5]=[C:6]([F:8])[CH:7]=1.[C:22]1([CH2:28][CH2:29]O)[CH:27]=[CH:26][CH:25]=[CH:24][CH:23]=1>>[C:22]1([CH2:28][CH2:29][O:20][C:19](=[O:21])[CH2:18][NH:17][C:15](=[O:16])[C@H:13]([CH3:14])[NH:12][C:10](=[O:11])[CH2:9][C:4]2[CH:3]=[C:2]([F:1])[CH:7]=[C:6]([F:8])[CH:5]=2)[CH:27]=[CH:26][CH:25]=[CH:24][CH:23]=1. Reported procedure: Following General Procedure X and using N-[N-(3,5-difluorophenylacetyl)-L-alaninyl]glycine (prepared from N-[N-(3,5-difluorophenylacetyl)-L-alaninyl]glycine benzyl ester (from Example 73 below) using General Procedure O) and 2-phenylethanol (Aldrich), the title compound was prepared as a solid (mp =154.0-155.2° C.). The reaction was monitored by tlc (Rf=0.15 in 15% EtOAc/hexanes) and the product was purified by flash chromotography using 15% EtOAc/hexanes as the eluent. Starting materials: FC1=CC=C(C=N1)B(O)O ((6-Fluoropyridin-3-yl)boronic acid), BrC1=CC=2C3=C(C=NC2C=C1F)N(C(N3C3CCOCC3)=O)C (8-bromo-7-fluoro-3-methyl-1-(oxan-4-yl)imidazo[5,4-c]quinolin-2-one), C(=O)([O-])[O-].[K+].[K+] (K2CO3). The reagents and catalysts are CC(C)(C)P(C1=CC=C[CH-]1)C(C)(C)C.CC(C)(C)P(C1=CC=C[CH-]1)C(C)(C)C.[Cl-].[Cl-].[Fe+2].[Pd+2] (dichloro[1,1′-bis(di-tert-butylphosphino)ferrocene]palladium(II)). Run in O (water), O1CCOCC1 (dioxane), O (water). Conditions: temperature 80 celsius. Product: FC=1C(=CC=2C3=C(C=NC2C1)N(C(N3C3CCOCC3)=O)C)C=3C=NC(=CC3)F (7-Fluoro-8-(6-fluoro-3-pyridyl)-3-methyl-1-tetrahydropyran-4-yl-imidazo[4,5-c]quinolin-2-one). The yield is 88.2%. Reaction SMILES: [F:1][C:2]1[N:7]=[CH:6][C:5](B(O)O)=[CH:4][CH:3]=1.Br[C:12]1[C:21]([F:22])=[CH:20][C:19]2[N:18]=[CH:17][C:16]3[N:23]([CH3:33])[C:24](=[O:32])[N:25]([CH:26]4[CH2:31][CH2:30][O:29][CH2:28][CH2:27]4)[C:15]=3[C:14]=2[CH:13]=1.C([O-])([O-])=O.[K+].[K+]>O1CCOCC1.O.CC(P(C(C)(C)C)C1[CH-]C=CC=1)(C)C.CC(P(C(C)(C)C)C1[CH-]C=CC=1)(C)C.[Cl-].[Cl-].[Fe+2].[Pd+2]>[F:22][C:21]1[C:12]([C:5]2[CH:6]=[N:7][C:2]([F:1])=[CH:3][CH:4]=2)=[CH:13][C:14]2[C:15]3[N:25]([CH:26]4[CH2:27][CH2:28][O:29][CH2:30][CH2:31]4)[C:24](=[O:32])[N:23]([CH3:33])[C:16]=3[CH:17]=[N:18][C:19]=2[CH:20]=1 |f:2.3.4,7.8.9.10.11.12|. Reported procedure: (6-Fluoropyridin-3-yl)boronic acid (0.445 g, 3.16 mmol), 8-bromo-7-fluoro-3-methyl-1-(oxan-4-yl)imidazo[5,4-c]quinolin-2-one (1 g, 2.63 mmol) and 2M K2CO3 (3.95 mL, 7.89 mmol) were suspended in dioxane (3 mL) and water (0.75 mL). The reaction was degassed with nitrogen and then dichloro[1,1′-bis(di-tert-butylphosphino)ferrocene]palladium(II) (0.086 g, 0.13 mmol) was added and the reaction heated to 80° C. for 1 h in the microwave reactor. The mixture was allowed to cool, diluted with water then ... Reactants: CC1=C(C=C(C=C1)C=1N=C(C2=C(N1)C=CS2)N2CCOCC2)N (2-methyl-5-(4-morpholin-4-yl-thieno[3,2-d]pyrimidin-2-yl)-phenylamine), N(=O)OCCC(C)C (isoamyl nitrite). The solvent is C(Cl)(Cl)Cl (chloroform), C(C)(=O)O (acetic acid). Run at time 2 day. The product is N1N=CC2=CC=C(C=C12)C=1N=C(C2=C(N1)C=CS2)N2CCOCC2 (2-(1H-indazol-6-yl)-4-morpholinothieno[3,2-d]pyrimidine). Reaction SMILES: [CH3:1][C:2]1[CH:7]=[CH:6][C:5]([C:8]2[N:9]=[C:10]([N:17]3[CH2:22][CH2:21][O:20][CH2:19][CH2:18]3)[C:11]3[S:16][CH:15]=[CH:14][C:12]=3[N:13]=2)=[CH:4][C:3]=1[NH2:23].[N:24](OCCC(C)C)=O>C(Cl)(Cl)Cl.C(O)(=O)C>[NH:23]1[C:3]2[C:2](=[CH:7][CH:6]=[C:5]([C:8]3[N:9]=[C:10]([N:17]4[CH2:18][CH2:19][O:20][CH2:21][CH2:22]4)[C:11]4[S:16][CH:15]=[CH:14][C:12]=4[N:13]=3)[CH:4]=2)[CH:1]=[N:24]1. Reported procedure: To a solution of 2-methyl-5-(4-morpholin-4-yl-thieno[3,2-d]pyrimidin-2-yl)-phenylamine (99 mg) in chloroform (10 mL) and acetic acid (2 mL) was added isoamyl nitrite (44 μL). The reaction mixture was stirred for 2 days at room temperature. The mixture was then quenched with sodium bicarbonate solution and extracted in to chloroform and reduced in vacuo. The residue was purified using flash chromatography to yield 229. MS: ESI MH+ 338